From a dataset of the Open Reaction Database (ORD), a public repository of structured organic reaction records. describe an organic reaction: reactants, conditions, products, and yield RXN SMILES: C([O:8][CH2:9][CH2:10][C@H:11]1[C@@H:17]([N:18](CC2C=CC=CC=2)CC2C=CC=CC=2)[C:16](=[O:33])[NH:15][C:14]2[CH:34]=[C:35]([F:38])[CH:36]=[CH:37][C:13]=2[O:12]1)C1C=CC=CC=1>CO.[Pd]>[NH2:18][C@H:17]1[C:16](=[O:33])[NH:15][C:14]2[CH:34]=[C:35]([F:38])[CH:36]=[CH:37][C:13]=2[O:12][C@H:11]1[CH2:10][CH2:9][OH:8]. Reactants: C(C1=CC=CC=C1)OCC[C@@H]1OC2=C(NC([C@@H]1N(CC1=CC=CC=C1)CC1=CC=CC=C1)=O)C=C(C=C2)F ((6S,7R)-6-(2-benzyloxy-ethyl)-7-dibenzylamino-2-fluoro-6,7-dihydro-9H-5-oxa-9-aza-benzocyclohepten-8-one). Reported procedure: The title compound was prepared in 96% yield by hydrogenation of (6S,7R)-6-(2-benzyloxy-ethyl)-7-dibenzylamino-2-fluoro-6,7-dihydro-9H-5-oxa-9-aza-benzocyclohepten-8-one in methanol with Pd/C (10%), MS m/e (%): 241.3 (M+H+, 100). Product: N[C@@H]1[C@@H](OC2=C(NC1=O)C=C(C=C2)F)CCO ((6S,7R)-7-Amino-2-fluoro-6-(2-hydroxy-ethyl)-6,7-dihydro-9H-5-oxa-9-aza-benzocyclohepten-8-one). Isolated yield 96.0%. The reagents and catalysts are [Pd] (Pd/C). Solvent: CO (methanol). The reactants are CCC(Oc1cc(Cl)cc(Cl)c1)C(=O)O, O=C(Cl)Cl, Cl, CN(C)C=O, c1ccccc1. Product: CCC(Oc1cc(Cl)cc(Cl)c1)C(=O)Cl. RXN SMILES: [Cl:1][c:2]1[cH:3][c:4]([O:5][CH:6]([C:7](=[O:8])[OH:9])[CH2:10][CH3:11])[cH:12][c:13]([Cl:15])[cH:14]1.[Cl:22][C:23](=[O:24])[Cl:25].[ClH:26].[O:27]=[CH:28][N:29]([CH3:30])[CH3:31].[cH:16]1[cH:17][cH:18][cH:19][cH:20][cH:21]1>>[Cl:1][c:2]1[cH:3][c:4]([O:5][CH:6]([C:7](=[O:8])[Cl:22])[CH2:10][CH3:11])[cH:12][c:13]([Cl:15])[cH:14]1.